Dataset: the Open Reaction Database (ORD), a public repository of structured organic reaction records. Task: describe an organic reaction: reactants, conditions, products, and yield Starting materials: CC(C)=O, CC(C)Br, [Na+], [Na+], O=C([O-])[O-], O, O=C(O)c1ccc(O)c(=O)[nH]1. Product: CC(C)Oc1ccc(C(=O)O)[nH]c1=O. As a reaction SMILES: [CH3:23][C:24](=[O:25])[CH3:26].[CH:19]([CH3:20])([CH3:21])[Br:22].[Na+:13].[Na+:14].[O-:15][C:16](=[O:17])[O-:18].[OH2:1].[OH:2][c:3]1[c:4](=[O:12])[nH:5][c:6]([C:9](=[O:10])[OH:11])[cH:7][cH:8]1>>[O:2]([c:3]1[c:4](=[O:12])[nH:5][c:6]([C:9](=[O:10])[OH:11])[cH:7][cH:8]1)[CH:19]([CH3:20])[CH3:21]. Starting materials: ClC1=CC=C(C=N1)O (6-chloropyridin-3-ol), F[C@@H]1CN(CC[C@H]1O)C(=O)OC(C)(C)C (trans(±)-tert-butyl 3-fluoro-4-hydroxypiperidine-1-carboxylate). The product is C(C)(C)(C)OC(=O)N1C[C@H]([C@H](CC1)OC=1C=NC(=CC1)Cl)F (cis(±)-tert-Butyl-4-((6-chloropyridin-3-yl)oxy)-3-fluoropiperidine-1-carboxylate). RXN SMILES: [Cl:1][C:2]1[N:7]=[CH:6][C:5]([OH:8])=[CH:4][CH:3]=1.[F:9][C@H:10]1[C@H:15](O)[CH2:14][CH2:13][N:12]([C:17]([O:19][C:20]([CH3:23])([CH3:22])[CH3:21])=[O:18])[CH2:11]1>>[C:20]([O:19][C:17]([N:12]1[CH2:13][CH2:14][C@H:15]([O:8][C:5]2[CH:6]=[N:7][C:2]([Cl:1])=[CH:3][CH:4]=2)[C@H:10]([F:9])[CH2:11]1)=[O:18])([CH3:23])([CH3:21])[CH3:22]. Procedure: The title compound was prepared by following the similar procedure as described in Intermediate-1, using 6-chloropyridin-3-ol and trans(±)-tert-butyl 3-fluoro-4-hydroxypiperidine-1-carboxylate (0.490 g, 48%); MS: 332.2 (M+1). The reactants are C1(=CC=CC=C1)S(=O)(=O)CC1=CC=C(C(=C1C(=O)OC)OC)Br (methyl 6-(benzenesulphonylmethyl)-3-bromo-2-methoxybenzoate), C1(=CC=CC=C1)S(=O)(=O)CC1=CC=C(C(=C1C(=O)OC)OC)Br (methyl 6-(benzenesulphonylmethyl)-3-bromo-2-methoxybenzoate), C(C)OC(=C)[Sn](CCCC)(CCCC)CCCC (1-ethoxyvinyl tributyl stannane), [Cl-].[Li+] (lithium chloride). Reagents/catalysts: [Pd].C1(=CC=CC=C1)P(C1=CC=CC=C1)C1=CC=CC=C1.C1(=CC=CC=C1)P(C1=CC=CC=C1)C1=CC=CC=C1.C1(=CC=CC=C1)P(C1=CC=CC=C1)C1=CC=CC=C1.C1(=CC=CC=C1)P(C1=CC=CC=C1)C1=CC=CC=C1 (tetrakis-(triphenylphosphine) palladium). Solvent: O1CCOCC1 (dioxane). Conditions: temperature 150 celsius. Yields the product C(C)(=O)C=1C(=C(C(=O)OC)C(=CC1)CS(=O)(=O)C1=CC=CC=C1)OC (methyl 3-acetyl-6-(benzenesulphonylmethyl)-2-methoxybenzoate). RXN SMILES: [C:1]1([S:7]([CH2:10][C:11]2[C:16]([C:17]([O:19][CH3:20])=[O:18])=[C:15]([O:21][CH3:22])[C:14](Br)=[CH:13][CH:12]=2)(=[O:9])=[O:8])[CH:6]=[CH:5][CH:4]=[CH:3][CH:2]=1.[CH2:24]([O:26]C([Sn](CCCC)(CCCC)CCCC)=C)[CH3:25].[Cl-].[Li+]>O1CCOCC1.[Pd].C1(P(C2C=CC=CC=2)C2C=CC=CC=2)C=CC=CC=1.C1(P(C2C=CC=CC=2)C2C=CC=CC=2)C=CC=CC=1.C1(P(C2C=CC=CC=2)C2C=CC=CC=2)C=CC=CC=1.C1(P(C2C=CC=CC=2)C2C=CC=CC=2)C=CC=CC=1>[C:24]([C:14]1[C:15]([O:21][CH3:22])=[C:16]([C:11]([CH2:10][S:7]([C:1]2[CH:6]=[CH:5][CH:4]=[CH:3][CH:2]=2)(=[O:9])=[O:8])=[CH:12][CH:13]=1)[C:17]([O:19][CH3:20])=[O:18])(=[O:26])[CH3:25] |f:2.3,5.6.7.8.9|. Reported procedure: A mixture of methyl 6-(benzenesulphonylmethyl)-3-bromo-2-methoxybenzoate (Intermediate 65, 1.0 g), 1-ethoxyvinyl tributyl stannane (0.9 ml), tetrakis-(triphenylphosphine) palladium (0.29 g) and lithium chloride (1.0 g) in dioxane (15 ml) was stirred and heated in the microwave at 150° C. for 15 minutes. The solution was filtered and the filtrate was diluted with 1M hydrochloric acid and then stirred at room temperature for 5 hours. The resultant mixture was extracted with DCM, dried (MgSO4) and ...